The task is: describe an organic reaction: reactants, conditions, products, and yield. This data is from the Open Reaction Database (ORD), a public repository of structured organic reaction records. Starting materials: O.C1(=CC=C(C=C1)S(=O)(=O)O)C (p-Toluenesulfonic acid monohydrate), OCCCCCCCCCCCCCC(=O)O (14-hydroxy-tetradecanoic acid). Run in CO (methanol). Conditions: time 3 day. Product: OCCCCCCCCCCCCCC(=O)OC (methyl 14-hydroxy-tetradecanoate). As a reaction SMILES: O.[C:2]1(C)C=CC(S(O)(=O)=O)=CC=1.[OH:13][CH2:14][CH2:15][CH2:16][CH2:17][CH2:18][CH2:19][CH2:20][CH2:21][CH2:22][CH2:23][CH2:24][CH2:25][CH2:26][C:27]([OH:29])=[O:28]>CO>[OH:13][CH2:14][CH2:15][CH2:16][CH2:17][CH2:18][CH2:19][CH2:20][CH2:21][CH2:22][CH2:23][CH2:24][CH2:25][CH2:26][C:27]([O:29][CH3:2])=[O:28] |f:0.1|. Procedure details: p-Toluenesulfonic acid monohydrate (0.28 g, 1.45 mmol) was added to a solution of the above 14-hydroxy-tetradecanoic acid (7.10 g, 29.1 mmol) in methanol (150 mL) and the resulting solution was stirred at room temperature for 3 days. Methanol was removed under reduced pressure; the residue was dissolved in ethyl acetate (170 mL); washed with 5% aqueous solution of sodium carbonate (3×50 mL) and brine (25 mL); dried over anhydrous magnesium sulfate and evaporated in vacuo to give methyl 14-hydrox... The reactants are COC(=O)C1CC(N(Cc2ccccc2)C(=O)OC(C)(C)C)CN1Cc1ccccc1, CO, [Li+], [OH-]. Product: CC(C)(C)OC(=O)N(Cc1ccccc1)C1CC(C(=O)O)N(Cc2ccccc2)C1. As a reaction SMILES: [CH3:1][O:2][C:3](=[O:4])[CH:5]1[N:6]([CH2:25][c:26]2[cH:27][cH:28][cH:29][cH:30][cH:31]2)[CH2:7][CH:8]([N:10]([CH2:11][c:12]2[cH:13][cH:14][cH:15][cH:16][cH:17]2)[C:18](=[O:19])[O:20][C:21]([CH3:22])([CH3:23])[CH3:24])[CH2:9]1.[CH3:34][OH:35].[Li+:33].[OH-:32]>>[O:2]=[C:3]([OH:4])[CH:5]1[N:6]([CH2:25][c:26]2[cH:27][cH:28][cH:29][cH:30][cH:31]2)[CH2:7][CH:8]([N:10]([CH2:11][c:12]2[cH:13][cH:14][cH:15][cH:16][cH:17]2)[C:18](=[O:19])[O:20][C:21]([CH3:22])([CH3:23])[CH3:24])[CH2:9]1.